This data is from the Open Reaction Database (ORD), a public repository of structured organic reaction records. The task is: describe an organic reaction: reactants, conditions, products, and yield Starting materials: O.O=C(O)CN(C)C(N)=N (creatine monohydrate), C(C1=CC(=O)NC(=O)N1)(=O)O (orotic acid). The solvent is C(C)O (ethanol). Run at time 30 minute. Yields the product C(C1=CC(=O)NC(=O)N1)(=O)O.O=C(O)CN(C)C(N)=N (Creatine Orotate). RXN SMILES: O.[O:2]=[C:3]([CH2:5][N:6]([C:8](=[NH:10])[NH2:9])[CH3:7])[OH:4].[C:11]([OH:21])(=[O:20])[C:12]1[NH:19][C:17](=[O:18])[NH:16][C:14](=[O:15])[CH:13]=1>C(O)C>[C:11]([OH:21])(=[O:20])[C:12]1[NH:19][C:17](=[O:18])[NH:16][C:14](=[O:15])[CH:13]=1.[O:2]=[C:3]([CH2:5][N:6]([C:8](=[NH:9])[NH2:10])[CH3:7])[OH:4] |f:0.1,4.5|. Procedure details: Under room temperature 149 grams of creatine monohydrate is slowly added to 1.5 liters of ethanol under agitation and stirring for 30 minutes. Then 156 grams of orotic acid is slowly added to the mixture during continuous stirring for 4 hours under room temperature. Finally filtration is utilized to remove the solvent and clean the residue with ethanol. After drying 272 grams of creatine orotate is obtained. Product: O=C(c1ccccc1Cl)c1cccnc1Br. As a reaction SMILES: [Br:10][c:11]1[n:12][cH:13][cH:14][cH:15][cH:16]1.[CH3:17][c:18]1[cH:19][cH:20][cH:21][cH:22][cH:23]1.[Cl:1][c:2]1[c:3]([CH2:8][OH:9])[cH:4][cH:5][cH:6][cH:7]1>>[Cl:1][c:2]1[c:3]([C:8](=[O:9])[c:16]2[c:11]([Br:10])[n:12][cH:13][cH:14][cH:15]2)[cH:4][cH:5][cH:6][cH:7]1. Starting materials: Brc1ccccn1, Cc1ccccc1, OCc1ccccc1Cl. Reactants: C(C)(=O)OCCC1=CC=C(C=C1)N1C(=NC2=C1C=C(C(=C2)C(F)(F)F)Cl)C(C)(C)N=[N+]=[N-] (2-{4-[2-(1-azido-1-methylethyl)-6-chloro-5-(trifluoromethyl)-1H-benzimidazol-1-yl]phenyl}ethyl acetate). The reagents and catalysts are [Pd].CC(=O)[O-].CC(=O)[O-].[Pb+2] (Lindlar catalyst). The solvent is CO (methanol). Conditions: time 2.5 hour. The product is C(C)(=O)OCCC1=CC=C(C=C1)N1C(=NC2=C1C=C(C(=C2)C(F)(F)F)Cl)C(C)(C)N (2-{4-[2-(1-amino-1-methylethyl)-6-chloro-5-(trifluoromethyl)-1H-benzimidazol-1-yl]phenyl}ethyl acetate). Isolated yield 98.2%. RXN SMILES: [C:1]([O:4][CH2:5][CH2:6][C:7]1[CH:12]=[CH:11][C:10]([N:13]2[C:17]3[CH:18]=[C:19]([Cl:26])[C:20]([C:22]([F:25])([F:24])[F:23])=[CH:21][C:16]=3[N:15]=[C:14]2[C:27]([N:30]=[N+]=[N-])([CH3:29])[CH3:28])=[CH:9][CH:8]=1)(=[O:3])[CH3:2]>[Pd].CC([O-])=O.CC([O-])=O.[Pb+2].CO>[C:1]([O:4][CH2:5][CH2:6][C:7]1[CH:8]=[CH:9][C:10]([N:13]2[C:17]3[CH:18]=[C:19]([Cl:26])[C:20]([C:22]([F:24])([F:25])[F:23])=[CH:21][C:16]=3[N:15]=[C:14]2[C:27]([NH2:30])([CH3:29])[CH3:28])=[CH:11][CH:12]=1)(=[O:3])[CH3:2] |f:1.2.3.4|. Reported procedure: A mixture of 2-{4-[2-(1-azido-1-methylethyl)-6-chloro-5-(trifluoromethyl)-1H-benzimidazol-1-yl]phenyl}ethyl acetate (step 2, 133 mg, 0.28 mmol) and Lindlar catalyst (13 mg) in methanol (5 ml) was stirred under H2 atmosphere at room temperature for 2.5 h. The catalyst was removed by filtration through a pad of celite and the filtrates were concentrated to give the title compound as yellow oil (121 mg, 98%). Reactants: COC(=O)C1=NOC(=C1)C1=CC(=CC=C1)CCC(C)=O (5-(3-(3-Oxo-butyl)-phenyl)-isoxazole-3-carboxylic acid methyl ester), [BH4-].[Na+] (NaBH4). Run in CO (methanol). Run at time 30 minute. Product: OC(CCC=1C=C(C=CC1)C1=CC(=NO1)C(=O)OC)C (methyl 5-(3-(3-hydroxybutyl)phenyl)isoxazole-3-carboxylate). Isolated yield 98.0%. RXN SMILES: [CH3:1][O:2][C:3]([C:5]1[CH:9]=[C:8]([C:10]2[CH:15]=[CH:14][CH:13]=[C:12]([CH2:16][CH2:17][C:18](=[O:20])[CH3:19])[CH:11]=2)[O:7][N:6]=1)=[O:4].[BH4-].[Na+]>CO>[OH:20][CH:18]([CH3:19])[CH2:17][CH2:16][C:12]1[CH:11]=[C:10]([C:8]2[O:7][N:6]=[C:5]([C:3]([O:2][CH3:1])=[O:4])[CH:9]=2)[CH:15]=[CH:14][CH:13]=1 |f:1.2|. Reported procedure: To a mixture of 5-(3-(3-Oxo-butyl)-phenyl)-isoxazole-3-carboxylic acid methyl ester (860 mg, 3.15 mmol) in methanol (15 mL)at room temperature was added NaBH4 (178 mg, 4.7 mmol) with stirring. After 30 min, the reaction mixture was partitioned between ethyl acetate and 3N HCl. The organic layer was washed with brine, dried over Na2SO4, filtered, evaporated in vacuo to provide the titled compound as a light brown oil (850 mg, 99% yield). Starting materials: C1(=CC=CC=C1)COC=1C=C(C(=O)OC)C=C(C1)O[C@@H]1COCC1 (Methyl 3-[(phenylmethyl)oxy]-5-[(3S)-tetrahydrofuran-3-yloxy]benzoate). The reagents and catalysts are [Pd] (Palladium on carbon). The solvent is C1CCOC1 (THF), C(C)O (ethanol). The product is OC=1C=C(C(=O)OC)C=C(C1)O[C@@H]1COCC1 (Methyl 3-hydroxy-5-[(3S)-tetrahydrofuran-3-yloxy]benzoate). Yield: 75.7%. RXN SMILES: C1(C[O:8][C:9]2[CH:10]=[C:11]([CH:16]=[C:17]([O:19][C@H:20]3[CH2:24][CH2:23][O:22][CH2:21]3)[CH:18]=2)[C:12]([O:14][CH3:15])=[O:13])C=CC=CC=1>C1COCC1.C(O)C.[Pd]>[OH:8][C:9]1[CH:10]=[C:11]([CH:16]=[C:17]([O:19][C@H:20]2[CH2:24][CH2:23][O:22][CH2:21]2)[CH:18]=1)[C:12]([O:14][CH3:15])=[O:13]. Procedure details: Methyl 3-[(phenylmethyl)oxy]-5-[(3S)-tetrahydrofuran-3-yloxy]benzoate (25.0 g, 76.2 mmol) was dissolved in THF (150 mL) and ethanol (150 mL). 10% Palladium on carbon (30 mg) was added and the mixture placed under a hydrogen atmosphere and left to stir at RT until the reaction was complete. The catalyst was removed by filtration through diatomaceous earth and the filtrate was concentrated in vacuo to give an orange oil which crystallised on standing. The solid was filtered off and washed with die...